From a dataset of the Open Reaction Database (ORD), a public repository of structured organic reaction records. describe an organic reaction: reactants, conditions, products, and yield Reactants: OCCBr, O=C([O-])[O-], COc1cc2c(Oc3cc(C)c(C)nc3-c3ccccc3)ccnc2cc1O, CN(C)C=O, [K+], [K+]. The product is COc1cc2c(Oc3cc(C)c(C)nc3-c3ccccc3)ccnc2cc1OCCO. As a reaction SMILES: [Br:35][CH2:36][CH2:37][OH:38].[C:29](=[O:30])([O-:31])[O-:32].[CH3:1][c:2]1[cH:3][c:4]([O:15][c:16]2[cH:17][cH:18][n:19][c:20]3[cH:21][c:22]([OH:28])[c:23]([O:26][CH3:27])[cH:24][c:25]23)[c:5](-[c:9]2[cH:10][cH:11][cH:12][cH:13][cH:14]2)[n:6][c:7]1[CH3:8].[CH3:39][N:40]([CH3:41])[CH:42]=[O:43].[K+:33].[K+:34]>>[CH3:1][c:2]1[cH:3][c:4]([O:15][c:16]2[cH:17][cH:18][n:19][c:20]3[cH:21][c:22]([O:28][CH2:36][CH2:37][OH:38])[c:23]([O:26][CH3:27])[cH:24][c:25]23)[c:5](-[c:9]2[cH:10][cH:11][cH:12][cH:13][cH:14]2)[n:6][c:7]1[CH3:8]. The reactants are N1(CCCC1)CC1NCCC2=C1N=CN2 (4-(pyrrolidin-1-yl)methyl-4,5,6,7-tetrahydroimidazo[4,5-c]pyridine), C([O-])([O-])=O.[K+].[K+] (potassium carbonate), ClC=1C=C(C=CC1Cl)CC(=O)Cl (3,4-dichlorophenylacetyl chloride). Run in C(Cl)(Cl)Cl (chloroform). The product is N1(CCCC1)CC1N(CCC2=C1N=CN2)C(CC2=CC(=C(C=C2)Cl)Cl)=O (4-(pyrrolidin-1-yl)methyl-5-(3,4-dichlorophenyl)acetyl-4,5,6,7-tetrahydroimidazo[4,5-c]pyridine). Reaction SMILES: [N:1]1([CH2:6][CH:7]2[C:12]3[N:13]=[CH:14][NH:15][C:11]=3[CH2:10][CH2:9][NH:8]2)[CH2:5][CH2:4][CH2:3][CH2:2]1.C(=O)([O-])[O-].[K+].[K+].[Cl:22][C:23]1[CH:24]=[C:25]([CH2:30][C:31](Cl)=[O:32])[CH:26]=[CH:27][C:28]=1[Cl:29]>C(Cl)(Cl)Cl>[N:1]1([CH2:6][CH:7]2[C:12]3[N:13]=[CH:14][NH:15][C:11]=3[CH2:10][CH2:9][N:8]2[C:31](=[O:32])[CH2:30][C:25]2[CH:26]=[CH:27][C:28]([Cl:29])=[C:23]([Cl:22])[CH:24]=2)[CH2:5][CH2:4][CH2:3][CH2:2]1 |f:1.2.3|. Reported procedure: Prepared as Example No. 12, from 900 mg (4.37 mmoles) of 4-(pyrrolidin-1-yl)methyl-4,5,6,7-tetrahydroimidazo[4,5-c]pyridine, 950 mg (6.88 mmoles) of anhydrous potassium carbonate and 1.30 g (5.80 mmoles) of 3,4-dichlorophenylacetyl chloride in 35 ml of dry chloroform.